From a dataset of the Open Reaction Database (ORD), a public repository of structured organic reaction records. describe an organic reaction: reactants, conditions, products, and yield The reactants are COC=1C=C(\C=C/2\C(=O)OC[C@H]2CC2=CC(=C(C(=C2)OC)OC)OC)C=C(C1OC)O ((S)-(E)-2-(3,4-dimethoxy-5-hydroxybenzylidene)-3-(3,4,5-trimethoxybenzyl)butanolide), [N+](=O)([O-])C1=CC=C(CBr)C=C1 (p-nitrobenzyl bromide), C([O-])([O-])=O.[K+].[K+] (potassium carbonate). The solvent is CC(=O)C (acetone). Yields the product COC=1C=C(\C=C/2\C(=O)OC[C@H]2CC2=CC(=C(C(=C2)OC)OC)OC)C=C(C1OC)OCC1=CC=C(C=C1)[N+](=O)[O-] ((S)-(E)-2-[3,4-dimethoxy-5-(4-nitrobenzyloxy)benzylidene]-3-(3,4,5-trimethoxybenzyl)butanolide), foam. The yield is 91.0%. RXN SMILES: [CH3:1][O:2][C:3]1[CH:4]=[C:5]([CH:26]=[C:27]([OH:31])[C:28]=1[O:29][CH3:30])/[CH:6]=[C:7]1/[C:8]([O:10][CH2:11][C@H:12]/1[CH2:13][C:14]1[CH:19]=[C:18]([O:20][CH3:21])[C:17]([O:22][CH3:23])=[C:16]([O:24][CH3:25])[CH:15]=1)=[O:9].[N+:32]([C:35]1[CH:42]=[CH:41][C:38]([CH2:39]Br)=[CH:37][CH:36]=1)([O-:34])=[O:33].C(=O)([O-])[O-].[K+].[K+]>CC(C)=O>[CH3:1][O:2][C:3]1[CH:4]=[C:5]([CH:26]=[C:27]([O:31][CH2:39][C:38]2[CH:41]=[CH:42][C:35]([N+:32]([O-:34])=[O:33])=[CH:36][CH:37]=2)[C:28]=1[O:29][CH3:30])/[CH:6]=[C:7]1/[C:8]([O:10][CH2:11][C@H:12]/1[CH2:13][C:14]1[CH:15]=[C:16]([O:24][CH3:25])[C:17]([O:22][CH3:23])=[C:18]([O:20][CH3:21])[CH:19]=1)=[O:9] |f:2.3.4|. Procedure: A solution of (S)-(E)-2-(3,4-dimethoxy-5-hydroxybenzylidene)-3-(3,4,5-trimethoxybenzyl)butanolide (7.5 g, 17.4 mmol), p-nitrobenzyl bromide (4.6 g, 21.3 mmol) and potassium carbonate (3.0 g, 21.7 mmol) in 100 ml of acetone was heated under reflux for 3.5 hours. After the solvent was distilled off under reduced pressure, the residue was added with water and then ethyl acetate. The organic layer was washed successively with 2N-HCl, water, saturated NaHCO3 and saturated NaCl and then, dried over an...